From a dataset of the Open Reaction Database (ORD), a public repository of structured organic reaction records. describe an organic reaction: reactants, conditions, products, and yield Reactants: CCOC(C)=O, CC#N, ClCCl, CCc1ccc(N)c(C(=O)Nc2cccnc2Cl)c1, O=S1(=O)CCCC1. Product: CCc1ccc2c(c1)C(=O)Nc1cccnc1N2. RXN SMILES: [C:23]([O:24][CH2:25][CH3:26])(=[O:27])[CH3:28].[CH3:20][C:21]#[N:22].[Cl:29][CH2:30][Cl:31].[NH2:1][c:2]1[c:3]([C:4](=[O:5])[NH:6][c:7]2[c:8]([Cl:13])[n:9][cH:10][cH:11][cH:12]2)[cH:14][c:15]([CH2:18][CH3:19])[cH:16][cH:17]1.[S:32]1(=[O:37])(=[O:38])[CH2:33][CH2:34][CH2:35][CH2:36]1>>[NH:1]1[c:2]2[c:3]([cH:14][c:15]([CH2:18][CH3:19])[cH:16][cH:17]2)[C:4](=[O:5])[NH:6][c:7]2[c:8]1[n:9][cH:10][cH:11][cH:12]2. The reactants are O([Si](C)(C)C(C)(C)C)CCC1OC2=C(NC1=O)C=CC=C2 (2-(2-tert-Butyldimethylsiloxyethyl)-3,4-dihydro-3-oxo-2H-1,4-benzoxazine), ClCC1=NC=CC=C1 (2-chloromethylpyridine). The product is OCCC1OC2=C(N(C1=O)CC1=NC=CC=C1)C=CC=C2 (3,4-Dihydro-2-(2-hydroxyethyl)-3-oxo-4-(2-picolyl)-2H-1,4-benzoxazine). Reaction SMILES: [O:1]([CH2:9][CH2:10][CH:11]1[C:16](=[O:17])[NH:15][C:14]2[CH:18]=[CH:19][CH:20]=[CH:21][C:13]=2[O:12]1)[Si](C(C)(C)C)(C)C.Cl[CH2:23][C:24]1[CH:29]=[CH:28][CH:27]=[CH:26][N:25]=1>>[OH:1][CH2:9][CH2:10][CH:11]1[C:16](=[O:17])[N:15]([CH2:23][C:24]2[CH:29]=[CH:28][CH:27]=[CH:26][N:25]=2)[C:14]2[CH:18]=[CH:19][CH:20]=[CH:21][C:13]=2[O:12]1. Procedure: 2-(2-tert-Butyldimethylsiloxyethyl)-3,4-dihydro-3-oxo-2H-1,4-benzoxazine was alkylated with 2-chloromethylpyridine by method F and the crude product was deprotected by method H without purification. Reactants: [Al+3], C1CCOC1, COC(=O)c1c(C)ccnc1Cl, [H-], [H-], [H-], [H-], [Li+], O. The product is Cc1ccnc(Cl)c1CO. As a reaction SMILES: [Al+3:14].[CH2:20]1[O:21][CH2:22][CH2:23][CH2:24]1.[Cl:1][c:2]1[c:3]([C:4](=[O:5])[O:6][CH3:7])[c:8]([CH3:12])[cH:9][cH:10][n:11]1.[H-:13].[H-:16].[H-:17].[H-:18].[Li+:15].[OH2:19]>>[Cl:1][c:2]1[c:3]([CH2:4][OH:5])[c:8]([CH3:12])[cH:9][cH:10][n:11]1. Starting materials: ClC=1SC(=CN1)CN(C(SC)=N[N+](=O)[O-])C(=O)OC (N-(2-chloro-5-thiazolylmethyl)-N-methoxycarbonyl-S-methyl-N'-nitroisothiourea), CN.CO (methylamine methanol). Solvent: CO (MeOH). Yields the product ClC=1SC(=CN1)CN(C(=N[N+](=O)[O-])NC)C(=O)OC (1-(2-chloro-5-thiazolylmethyl)-1-methoxycarbonyl-3-methyl-2-nitroguanidine). The yield is 48.5%. As a reaction SMILES: [Cl:1][C:2]1[S:3][C:4]([CH2:7][N:8]([C:16]([O:18][CH3:19])=[O:17])[C:9](=[N:12][N+:13]([O-:15])=[O:14])SC)=[CH:5][N:6]=1.[CH3:20][NH2:21].CO>CO>[Cl:1][C:2]1[S:3][C:4]([CH2:7][N:8]([C:16]([O:18][CH3:19])=[O:17])[C:9]([NH:21][CH3:20])=[N:12][N+:13]([O-:15])=[O:14])=[CH:5][N:6]=1 |f:1.2|. Reported procedure: To a solution of N-(2-chloro-5-thiazolylmethyl)-N-methoxycarbonyl-S-methyl-N'-nitroisothiourea (500 mg) in MeOH (5 ml) was added 40% methylamine-methanol solution (120 mg) dropwise below -10° C. and the mixture was stirred at the same temperature. Precipitated crystals were collected by filtration and dried to afford 230 mg of 1-(2-chloro-5-thiazolylmethyl)-1-methoxycarbonyl-3-methyl-2-nitroguanidine (Compound No. 19) as a white crystal. The filtrate was concentrated to leave the residue to whic... The reactants are C[N+](C)(C)CC1=CNC2=CC=CC=C21.[I-] (gramine methiodide), ClC(C(=N)N)(Cl)Cl (trichloroacetamidine). Run in C(C)O (ethanol), C(C)O (ethanol). The product is N1C=C(C2=CC=CC=C12)CNC(C(Cl)(Cl)Cl)=N (N-(3-indolylmethyl)-trichloroacetamidine). RXN SMILES: C[N+]([CH2:5][C:6]1[C:14]2[C:9](=[CH:10][CH:11]=[CH:12][CH:13]=2)[NH:8][CH:7]=1)(C)C.[I-].[Cl:16][C:17]([Cl:22])([Cl:21])[C:18]([NH2:20])=[NH:19]>C(O)C>[NH:8]1[C:9]2[C:14](=[CH:13][CH:12]=[CH:11][CH:10]=2)[C:6]([CH2:5][NH:19][C:18](=[NH:20])[C:17]([Cl:22])([Cl:21])[Cl:16])=[CH:7]1 |f:0.1|. Procedure: A solution of gramine methiodide (31.6 g., 0.1 mole) in 250 ml. of ethanol is treated dropwise over a period of 30 minutes with a solution of trichloroacetamidine (16.1 g., 0.1 mole) in 50 ml. of ethanol. The solution is refluxed for 15 minutes, cooled and the solvent removed in vacuo to give a crystalline residue. The residue is partitioned between 150 ml. portions of chloroform and water and the water layer back-extracted with chloroform. The combined chloroform extracts are washed with water,... Reactants: c1ccc(COc2ccc(-c3cnc4ccnn4c3C3CCCCC3)cc2)cc1, CN(C)C=O, ClCCl, O=P(Cl)(Cl)Cl. Yields the product O=Cc1cnn2c(C3CCCCC3)c(-c3ccc(OCc4ccccc4)cc3)cnc12. As a reaction SMILES: [CH2:1]([c:2]1[cH:3][cH:4][cH:5][cH:6][cH:7]1)[O:8][c:9]1[cH:10][cH:11][c:12](-[c:15]2[cH:16][n:17][c:18]3[n:19]([c:20]2[CH:21]2[CH2:22][CH2:23][CH2:24][CH2:25][CH2:26]2)[n:27][cH:28][cH:29]3)[cH:13][cH:14]1.[CH3:35][N:36]([CH:37]=[O:38])[CH3:39].[Cl:40][CH2:41][Cl:42].[P:30]([Cl:31])([Cl:32])([Cl:33])=[O:34]>>[CH2:1]([c:2]1[cH:3][cH:4][cH:5][cH:6][cH:7]1)[O:8][c:9]1[cH:10][cH:11][c:12](-[c:15]2[cH:16][n:17][c:18]3[n:19]([c:20]2[CH:21]2[CH2:22][CH2:23][CH2:24][CH2:25][CH2:26]2)[n:27][cH:28][c:29]3[CH:37]=[O:38])[cH:13][cH:14]1. Reactants: crude product, CC1=C(C(C[C@@H](C1=O)O)(C)C)/C=C/C(=C/C=C/C(=C/C=C/C=C(/C=C/C=C(/C=C/C2=C(C(=O)[C@H](CC2(C)C)O)C)\C)\C)/C)/C.C[Si](C)(C)O[Si](C)(C)C (astaxanthin bis(trimethylsilyl)ether). The solvent is CO (methanol). The product is solid, CC1=C(C(C[C@@H](C1=O)O)(C)C)/C=C/C(=C/C=C/C(=C/C=C/C=C(/C=C/C=C(/C=C/C2=C(C(=O)[C@H](CC2(C)C)O)C)\C)\C)/C)/C (astaxanthin). Reaction SMILES: [CH3:1][C:2]1[C:7](=[O:8])[C@@H:6]([OH:9])[CH2:5][C:4]([CH3:11])([CH3:10])[C:3]=1/[CH:12]=[CH:13]/[C:14](/[CH3:44])=[CH:15]/[CH:16]=[CH:17]/[C:18](/[CH3:43])=[CH:19]/[CH:20]=[CH:21]/[CH:22]=[C:23](\[CH3:42])/[CH:24]=[CH:25]/[CH:26]=[C:27](\[CH3:41])/[CH:28]=[CH:29]/[C:30]1[C:36]([CH3:38])([CH3:37])[CH2:35][C@H:34]([OH:39])[C:32](=[O:33])[C:31]=1[CH3:40].C[Si](O[Si](C)(C)C)(C)C>CO>[CH3:40][C:31]1[C:32](=[O:33])[C@@H:34]([OH:39])[CH2:35][C:36]([CH3:37])([CH3:38])[C:30]=1/[CH:29]=[CH:28]/[C:27](/[CH3:41])=[CH:26]/[CH:25]=[CH:24]/[C:23](/[CH3:42])=[CH:22]/[CH:21]=[CH:20]/[CH:19]=[C:18](\[CH3:43])/[CH:17]=[CH:16]/[CH:15]=[C:14](\[CH3:44])/[CH:13]=[CH:12]/[C:3]1[C:4]([CH3:11])([CH3:10])[CH2:5][C@H:6]([OH:9])[C:7](=[O:8])[C:2]=1[CH3:1] |f:0.1|. Procedure details: The crude product of the astaxanthin bis(trimethylsilyl)ether was taken up in 20 ml of methanol and boiled at reflux under argon for 4 hours. The mixture was left to cool to room temperature and was then cooled to -20° C., there being obtained a red-violet precipitation of 4.5 g of crude astaxanthin. Concentration of the mother liquor yielded about 3 g of solid red residue from which a further 0.4 g of crude astaxanthin was obtained by chromatography on silica gel with methylene chloride/diethyl...